This data is from the Open Reaction Database (ORD), a public repository of structured organic reaction records. The task is: describe an organic reaction: reactants, conditions, products, and yield Reaction SMILES: Br[C:2]1[CH:3]=[N:4][C:5]([NH:8][CH2:9][C@@H:10]2[CH2:14][CH2:13][CH2:12][N:11]2[C:15]([C:17]2[N:18]=[C:19]([CH3:29])[S:20][C:21]=2[C:22]2[CH:27]=[CH:26][C:25]([F:28])=[CH:24][CH:23]=2)=[O:16])=[N:6][CH:7]=1.[F:30][C:31]([F:36])([F:35])C([O-])=O.[K+].C1(C)C=CC=CC=1.O.CCOCC>CN(C)C=O.[Cu](I)I>[F:28][C:25]1[CH:26]=[CH:27][C:22]([C:21]2[S:20][C:19]([CH3:29])=[N:18][C:17]=2[C:15]([N:11]2[CH2:12][CH2:13][CH2:14][C@H:10]2[CH2:9][NH:8][C:5]2[N:4]=[CH:3][C:2]([C:31]([F:36])([F:35])[F:30])=[CH:7][N:6]=2)=[O:16])=[CH:23][CH:24]=1 |f:1.2,4.5|. Isolated yield 0.3%. Reported procedure: To the compound from Example 194 (0.36 g) in dimethylformamide (5 ml) was added potassium trifluoroacetate (0.23 g), copper iodide (0.3 g) and toluene (5 ml) and the resulting mixture heated at reflux under Dean-Stark conditions for 3 h, before refluxing for a further 20 h. The reaction mixture was cooled, poured into water/ether and filtered through kieselguhr. The aqueous layer from the filtrate was extracted with ether, and the combined ether extracts washed with water, dried and evaporated. ... Starting materials: O.CCOCC (water ether), BrC=1C=NC(=NC1)NC[C@H]1N(CCC1)C(=O)C=1N=C(SC1C1=CC=C(C=C1)F)C (1-{(S)-2-[(5-Bromo-pyrimidin-2-ylamino)-methyl]-pyrrolidin-1-yl}-1-[5-(4-fluoro-phenyl)-2-methyl-thiazol-4-yl]-methanone), FC(C(=O)[O-])(F)F.[K+] (potassium trifluoroacetate), C1(=CC=CC=C1)C (toluene). Reagents/catalysts: [Cu](I)I (copper iodide). The product is FC1=CC=C(C=C1)C1=C(N=C(S1)C)C(=O)N1[C@@H](CCC1)CNC1=NC=C(C=N1)C(F)(F)F (1-[5-(4-Fluoro-phenyl)-2-methyl-thiazol-4-yl]-1-{(S)-2-[(5-trifluoromethyl-pyrimidin-2-ylamino)-methyl]-pyrrolidin-1-yl}-methanone). Run in CN(C=O)C (dimethylformamide). Starting materials: FC=1C=C(C(=O)O)C=CC1C=1SC2=NC(=CC=C2N1)C1(CC1)C1=CC=CC=C1 (3-fluoro-4-(5-(1-phenylcyclopropyl)thiazolo[5,4-b]pyridin-2-yl)benzoic acid), CNCCO (2-(methylamino)ethanol). The product is FC=1C=C(C(=O)N(C)CCO)C=CC1C=1SC2=NC(=CC=C2N1)C1(CC1)C1=CC=CC=C1 (3-fluoro-N-(2-hydroxyethyl)-N-methyl-4-(5-(1-phenylcyclopropyl)-[1,3]thiazolo[5,4-b]pyridin-2-yl)benzamide). As a reaction SMILES: [F:1][C:2]1[CH:3]=[C:4]([CH:8]=[CH:9][C:10]=1[C:11]1[S:12][C:13]2[C:18]([N:19]=1)=[CH:17][CH:16]=[C:15]([C:20]1([C:23]3[CH:28]=[CH:27][CH:26]=[CH:25][CH:24]=3)[CH2:22][CH2:21]1)[N:14]=2)[C:5]([OH:7])=O.[CH3:29][NH:30][CH2:31][CH2:32][OH:33]>>[F:1][C:2]1[CH:3]=[C:4]([CH:8]=[CH:9][C:10]=1[C:11]1[S:12][C:13]2[C:18]([N:19]=1)=[CH:17][CH:16]=[C:15]([C:20]1([C:23]3[CH:24]=[CH:25][CH:26]=[CH:27][CH:28]=3)[CH2:21][CH2:22]1)[N:14]=2)[C:5]([N:30]([CH2:31][CH2:32][OH:33])[CH3:29])=[O:7]. Procedure details: The title compound was synthesized using the procedure described in Example 105 above, with 3-fluoro-4-(5-(1-phenylcyclopropyl)thiazolo[5,4-b]pyridin-2-yl)benzoic acid (98 mg, 0.251 mmol) and 2-(methylamino)ethanol (24 μl, 0.301 mmol). MS (ESI) m/z: Calculated: 447.1; Observed: 448.1 (M++1).